describe an organic reaction: reactants, conditions, products, and yield From a dataset of the Open Reaction Database (ORD), a public repository of structured organic reaction records. The reactants are ClC1=NC2=CC=CC(=C2C(=N1)NCC1=NC=CC=C1)C1=CC=CC=C1 (2-chloro-5-phenyl-N-(pyridin-2-ylmethyl)quinazolin-4-amine), CC1(OB(OC1(C)C)C=1C=NC=C(C=O)C1)C (5-(4,4,5,5-tetramethyl-1,3,2-dioxaborolan-2-yl)nicotinaldehyde), C([O-])([O-])=O.[K+].[K+] (potassium carbonate). RXN SMILES: Cl[C:2]1[N:11]=[C:10]([NH:12][CH2:13][C:14]2[CH:19]=[CH:18][CH:17]=[CH:16][N:15]=2)[C:9]2[C:4](=[CH:5][CH:6]=[CH:7][C:8]=2[C:20]2[CH:25]=[CH:24][CH:23]=[CH:22][CH:21]=2)[N:3]=1.CC1(C)C(C)(C)OB([C:34]2[CH:35]=[N:36][CH:37]=[C:38]([CH:41]=2)[CH:39]=[O:40])O1.C(=O)([O-])[O-].[K+].[K+]>O1CCOCC1.O>[C:20]1([C:8]2[CH:7]=[CH:6][CH:5]=[C:4]3[C:9]=2[C:10]([NH:12][CH2:13][C:14]2[CH:19]=[CH:18][CH:17]=[CH:16][N:15]=2)=[N:11][C:2]([C:34]2[CH:35]=[N:36][CH:37]=[C:38]([CH:41]=2)[CH:39]=[O:40])=[N:3]3)[CH:25]=[CH:24][CH:23]=[CH:22][CH:21]=1 |f:2.3.4|. Solvent: O1CCOCC1 (1,4-dioxane), O (H2O). Product: C1(=CC=CC=C1)C1=C2C(=NC(=NC2=CC=C1)C=1C=NC=C(C=O)C1)NCC1=NC=CC=C1 (5-(5-phenyl-4-(pyridin-2-ylmethylamino)quinazolin-2-yl)nicotinaldehyde). Reported procedure: To a solution of 2-chloro-5-phenyl-N-(pyridin-2-ylmethyl)quinazolin-4-amine (2 g, 5.7 mmol) in 1,4-dioxane (40 mL) and H2O (8 mL) under nitrogen was added 5-(4,4,5,5-tetramethyl-1,3,2-dioxaborolan-2-yl)nicotinaldehyde (1.48 g, 6.30 mmol), and potassium carbonate (2.39 g, 17.0 mmol). Upon completion of addition, the reaction mixture was degassed with nitrogen for 15 min and then (1,1′-bis(diphenylphosphino)ferrocene)palladium (II) chloride dichloromethane complex (0.46 mg, 0.050 mmol) was added. ... Yield: 75.6%. Run at temperature 90 celsius, time 16 hour. The reactants are C(C)(=O)C=1C(=C(N(C1C)C1=CC(=C(C=C1)OCC)Cl)C)C(C)=O (1-[4-acetyl-1-(3-chloro-4-ethoxy-phenyl)-2,5-dimethyl-1H-pyrrol-3-yl]-ethanone), NN (hydrazine). The product is ClC=1C=C(C=CC1OCC)N1C(=C2C(=NN=C(C2=C1C)C)C)C (6-(3-Chloro-4-ethoxy-phenyl)-1,4,5,7-tetramethyl-6H-pyrrolo[3,4-d]pyridazine). Reaction SMILES: [C:1]([C:4]1[C:5]([C:21](=O)[CH3:22])=[C:6]([CH3:20])[N:7]([C:10]2[CH:15]=[CH:14][C:13]([O:16][CH2:17][CH3:18])=[C:12]([Cl:19])[CH:11]=2)[C:8]=1[CH3:9])(=O)[CH3:2].[NH2:24][NH2:25]>>[Cl:19][C:12]1[CH:11]=[C:10]([N:7]2[C:8]([CH3:9])=[C:4]3[C:5]([C:21]([CH3:22])=[N:24][N:25]=[C:1]3[CH3:2])=[C:6]2[CH3:20])[CH:15]=[CH:14][C:13]=1[O:16][CH2:17][CH3:18]. Reported procedure: Utilizing the general procedure outlined in Example 48, 1-[4-acetyl-1-(3-chloro-4-ethoxy-phenyl)-2,5-dimethyl-1H-pyrrol-3-yl]-ethanone and hydrazine reacted to give 6-(3-Chloro-4-ethoxy-phenyl)-1,4,5,7-tetramethyl-6H-pyrrolo[3,4-d]pyridazine as yellow solid: 1H NMR (CD3OD, 500 MHz) δ 7.47 (s, 1H), 7.32 (d, 1H), 7.25 (d, 1H), 4.27 (q, 2H), 2.79 (s, 6H), 2.48 (s, 6H), 1.53 (t, 3H); MS (ESI) 330 (M+H)+. The reactants are FC1=CC=C(C=C1)C1=CC=C(C=C1)C(=O)O (4′-fluoro-biphenyl-4-carboxylic acid), Cl.C(C)OC(=O)C1(CCNCC1)CC1CC1 (4-cyclopropylmethyl-piperidine-4-carboxylic acid ethyl ester, hydrochloride), CN(C)C(=[N+](C)C)ON1C2=C(C=CC=C2)N=N1.[B-](F)(F)(F)F (TBTU), CCN(C(C)C)C(C)C (DIPEA). Solvent: CN(C)C=O (DMF). The product is C(C)OC(=O)C1(CCN(CC1)C(=O)C1=CC=C(C=C1)C1=CC=C(C=C1)F)CC1CC1 (4-Cyclopropylmethyl-1-(4′-fluoro-biphenyl-4-carbonyl)-piperidine-4-carboxylic acid ethyl ester). Reaction SMILES: [F:1][C:2]1[CH:7]=[CH:6][C:5]([C:8]2[CH:13]=[CH:12][C:11]([C:14]([OH:16])=O)=[CH:10][CH:9]=2)=[CH:4][CH:3]=1.Cl.[CH2:18]([O:20][C:21]([C:23]1([CH2:29][CH:30]2[CH2:32][CH2:31]2)[CH2:28][CH2:27][NH:26][CH2:25][CH2:24]1)=[O:22])[CH3:19].CN(C(ON1N=NC2C=CC=CC1=2)=[N+](C)C)C.[B-](F)(F)(F)F.CCN(C(C)C)C(C)C>CN(C=O)C>[CH2:18]([O:20][C:21]([C:23]1([CH2:29][CH:30]2[CH2:31][CH2:32]2)[CH2:24][CH2:25][N:26]([C:14]([C:11]2[CH:10]=[CH:9][C:8]([C:5]3[CH:4]=[CH:3][C:2]([F:1])=[CH:7][CH:6]=3)=[CH:13][CH:12]=2)=[O:16])[CH2:27][CH2:28]1)=[O:22])[CH3:19] |f:1.2,3.4|. Procedure: A mixture of 0.31 g (1.4 mmol) 4′-fluoro-biphenyl-4-carboxylic acid, 0.426 g (1.71 mmol) 4-cyclopropylmethyl-piperidine-4-carboxylic acid ethyl ester, hydrochloride, 0.552 g (1.71 mmol) TBTU and 1.23 mL DIPEA in 25 mL DMF was stirred at room temperature over night. After evaporation to dryness the residue was purified by column chromatography on silica eluting with a gradient formed from ethyl acetate and heptane to yield after evaporation of the product containing fractions 0.51 g (87%) of the ... Reactants: C1=CC(=CC=C1N)S[C@H]2[C@@H]([C@H]([C@@H]([C@H](O2)CO)O)O)O (p-aminophenyl-1-thio-β-D-glucopyranoside), C(C)(=O)OC(C)=O (acetic anhydride). Solvent: O (water). Conditions: time 7 minute. The product is S([C@H]1[C@H](O)[C@@H](O)[C@H](O)[C@H](O1)CO)C1=CC=C(C=C1)NC(=O)C (p-Acetaminophenyl 1-thio-β-D-glucopyranoside). As a reaction SMILES: [CH:1]1[C:6]([NH2:7])=[CH:5][CH:4]=[C:3]([S:8][C@@H:9]2[O:14][C@H:13]([CH2:15][OH:16])[C@@H:12]([OH:17])[C@H:11]([OH:18])[C@H:10]2[OH:19])[CH:2]=1.[C:20](OC(=O)C)(=[O:22])[CH3:21]>O>[S:8]([C:3]1[CH:2]=[CH:1][C:6]([NH:7][C:20]([CH3:21])=[O:22])=[CH:5][CH:4]=1)[C@@H:9]1[O:14][C@H:13]([CH2:15][OH:16])[C@@H:12]([OH:17])[C@H:11]([OH:18])[C@H:10]1[OH:19]. Procedure details: To a solution of 1.77 g of p-aminophenyl-1-thio-β-D-glucopyranoside in 10 ml of water was added 0.9 ml of acetic anhydride. The solution was shaken for 7 minutes, then taken to dryness and evaporated with toluene to a residue. This residue was crystallized from ethyl acetate giving 2.0 g of the desired product, mp. 160°-163° C. Reactants: O (water), C(CC(C)C)Br (Isopentyl bromide), COCCOCC1=CC(=C2C(C3=CC=CC=C3C=3C2=C1NN3)=O)O (3-(2-methoxyethoxymethyl)5-hydroxyanthra[1,9cd]pyrazol-6(2H)-one), C([O-])([O-])=O.[K+].[K+] (potassium carbonate). Run in CN(C=O)C (dimethylformamide). Run at temperature 80 celsius. The product is CC(CCOC=1C=CC=2NN=C3C2C1C(C1=CC=CC=C13)=O)C (5-(3-Methylbutyloxy)anthra[1,9cd]pyrazol-6(2H)-one). Reaction SMILES: [CH2:1](Br)[CH2:2][CH:3]([CH3:5])[CH3:4].COCCOC[C:13]1[C:26]2[NH:27][N:28]=[C:24]3[C:25]=2[C:16]([C:17](=[O:29])[C:18]2[C:23]3=[CH:22][CH:21]=[CH:20][CH:19]=2)=[C:15]([OH:30])[CH:14]=1.C(=O)([O-])[O-].[K+].[K+].O>CN(C)C=O>[CH3:4][CH:3]([CH3:5])[CH2:2][CH2:1][O:30][C:15]1[CH:14]=[CH:13][C:26]2[NH:27][N:28]=[C:24]3[C:23]4[C:18](=[CH:19][CH:20]=[CH:21][CH:22]=4)[C:17](=[O:29])[C:16]=1[C:25]=23 |f:2.3.4|. Procedure: Isopentyl bromide is added to a mixture of 3-(2-methoxyethoxymethyl)5-hydroxyanthra[1,9cd]pyrazol-6(2H)-one and potassium carbonate in dimethylformamide at room temperature. After stirring the mixture for sixteen hours, water is added, and the mixture was extracted with ethyl acetate (×2). The combined organic layer is washed with aqueous sodium bicarbonate, water, 1N hydrochloric acid, and brine, dried and evaporated. The reside is taken in 6N hydrochloric acid and heated at 80° C. for 4 hours.... Starting materials: C(C)(=O)OCC (ethyl acetate), C(C)(C)C=1C=CC(=C(C1)B(O)O)OC ((5-isopropyl-2-methoxyphenyl)boronic acid), C([O-])([O-])=O.[Cs+].[Cs+] (cesium carbonate), C(C1=CC=CC=C1)OC=1C=CC(=C(C=O)C1)Br (5-Benzyloxy-2-bromo-benzaldehyde). The solvent is O1CCOCC1 (1,4-dioxane). Reaction conditions: temperature 80 celsius, time 6 hour. Yields the product C(C1=CC=CC=C1)OC=1C=C(C(=CC1)C1=C(C=CC(=C1)C(C)C)OC)C=O (4-benzyloxy-5′-isopropyl-2′-methoxy-biphenyl-2-carbaldehyde). The yield is 96.1%. As a reaction SMILES: [CH2:1]([O:8][C:9]1[CH:10]=[CH:11][C:12](Br)=[C:13]([CH:16]=1)[CH:14]=[O:15])[C:2]1[CH:7]=[CH:6][CH:5]=[CH:4][CH:3]=1.[CH:18]([C:21]1[CH:22]=[CH:23][C:24]([O:30][CH3:31])=[C:25](B(O)O)[CH:26]=1)([CH3:20])[CH3:19].C(=O)([O-])[O-].[Cs+].[Cs+].C(OCC)(=O)C>O1CCOCC1>[CH2:1]([O:8][C:9]1[CH:16]=[C:13]([CH:14]=[O:15])[C:12]([C:25]2[CH:26]=[C:21]([CH:18]([CH3:20])[CH3:19])[CH:22]=[CH:23][C:24]=2[O:30][CH3:31])=[CH:11][CH:10]=1)[C:2]1[CH:7]=[CH:6][CH:5]=[CH:4][CH:3]=1 |f:2.3.4|. Procedure: 5-Benzyloxy-2-bromo-benzaldehyde (1.0 g) is dissolved in 1,4-dioxane (30 ml) and thereto are added [1,1′-bis(diphenylphosphino)ferrocene]-dichloropalladium dichloromethane complex (280 mg), (5-isopropyl-2-methoxyphenyl)boronic acid (800 mg) and cesium carbonate (1.68 g) and the mixture is stirred under nitrogen atmosphere at 80° C. for 6 hours. The reaction mixture is cooled to room temperature, and thereto are added ethyl acetate and a saturated aqueous sodium bicarbonate solution, and the mixt... The reactants are tetrahydropyranyl-4-p-toluenesulfonate, C(Cl)(Cl)Cl.CO (chloroform methanol), C(C1=CC=CC=C1)CN (benzylmethylamine). Product: C(C1=CC=CC=C1)CNC1CCOCC1 (4-benzylmethylaminotetrahydropyrane). Yield: 70.0%. As a reaction SMILES: [CH2:1]([CH2:8][NH2:9])[C:2]1[CH:7]=[CH:6][CH:5]=[CH:4][CH:3]=1.C(Cl)(Cl)Cl.[CH3:14][OH:15]>>[CH2:1]([CH2:8][NH:9][CH:1]1[CH2:2][CH2:3][O:15][CH2:14][CH2:8]1)[C:2]1[CH:7]=[CH:6][CH:5]=[CH:4][CH:3]=1 |f:1.2|. Procedure: Into a similar device to that used in Example 7 were charged 1.38 g (5.0 mmol) of tetrahydropyranyl-4-p-toluenesulfonate synthesized in Example 6 and having a purity of 93% and 3.18 g (26.0 mmol) of benzylmethylamine, and the mixture was reacted at 70° C. for 4 hours and further at 90° C. for 5 hours. After completion of the reaction, the resulting reaction mixture was concentrated under reduced pressure and purified by silica gel column chromatography (Filler: Wako gel C-200 (available from Wak...